This data is from the Open Reaction Database (ORD), a public repository of structured organic reaction records. The task is: describe an organic reaction: reactants, conditions, products, and yield Reactants: C1CCOC1, CS(=O)(=O)Cl, CCN(C(C)C)C(C)C, c1cn(-c2nccc(N3CCCCC3CCNCc3ccc4c(c3)OCO4)n2)cn1. As a reaction SMILES: [CH2:45]1[O:46][CH2:47][CH2:48][CH2:49]1.[CH3:40][S:41]([Cl:42])(=[O:43])=[O:44].[CH:31]([N:32]([CH2:33][CH3:34])[CH:35]([CH3:36])[CH3:37])([CH3:38])[CH3:39].[O:1]1[CH2:2][O:3][c:4]2[c:5]1[cH:6][cH:7][c:8]([CH2:10][NH:11][CH2:12][CH2:13][CH:14]1[N:15]([c:20]3[n:21][c:22](-[n:26]4[cH:27][n:28][cH:29][cH:30]4)[n:23][cH:24][cH:25]3)[CH2:16][CH2:17][CH2:18][CH2:19]1)[cH:9]2>>[O:1]1[CH2:2][O:3][c:4]2[c:5]1[cH:6][cH:7][c:8]([CH2:10][N:11]([CH2:12][CH2:13][CH:14]1[N:15]([c:20]3[n:21][c:22](-[n:26]4[cH:27][n:28][cH:29][cH:30]4)[n:23][cH:24][cH:25]3)[CH2:16][CH2:17][CH2:18][CH2:19]1)[S:41]([CH3:40])(=[O:43])=[O:44])[cH:9]2. Product: CS(=O)(=O)N(CCC1CCCCN1c1ccnc(-n2ccnc2)n1)Cc1ccc2c(c1)OCO2. The reactants are [Al+3], C1CCOC1, Cn1ncc2c1Nc1cc(Cl)ccc1NC2=O, [H-], [H-], [H-], [H-], [Li+], N. Yields the product Cn1ncc2c1Nc1cc(Cl)ccc1NC2. RXN SMILES: [Al+3:19].[CH2:25]1[O:26][CH2:27][CH2:28][CH2:29]1.[Cl:1][c:2]1[cH:3][cH:4][c:5]2[c:6]([cH:17]1)[NH:7][c:8]1[n:9]([CH3:16])[n:10][cH:11][c:12]1[C:13](=[O:15])[NH:14]2.[H-:18].[H-:21].[H-:22].[H-:23].[Li+:20].[NH3:24]>>[Cl:1][c:2]1[cH:3][cH:4][c:5]2[c:6]([cH:17]1)[NH:7][c:8]1[n:9]([CH3:16])[n:10][cH:11][c:12]1[CH2:13][NH:14]2. The reactants are C(C)(=O)O[BH-](OC(C)=O)OC(C)=O (triacetoxyborohydride), O=S1(CCC(CC1)CC1=CNC2=C(C=C(C=C12)C1=CSC(=C1)C=O)C(=O)N)=O (3-[(1,1-dioxidotetrahydro-2H-thiopyran-4-yl)methyl]-5-(5-formyl-3-thienyl)-1H-indole-7-carboxamide), N1CCCCCC1 (hexahydro-1H-azepine), C(C)(=O)O (acetic acid). Solvent: CS(=O)C (DMSO), VX-2500, VX-2500. Product: O=S1(CCC(CC1)CC1=CNC2=C(C=C(C=C12)C1=CSC(=C1)CN1CCCCCC1)C(=O)N)=O (3-[(1,1-dioxidotetrahydro-2H-thiopyran-4-yl)methyl]-5-[5-(hexahydro-1H-azepin-1-ylmethyl)-3-thienyl]-1H-indole-7-carboxamide). The yield is 10.6%. Reaction SMILES: [O:1]=[S:2]1(=[O:28])[CH2:7][CH2:6][CH:5]([CH2:8][C:9]2[C:17]3[C:12](=[C:13]([C:25]([NH2:27])=[O:26])[CH:14]=[C:15]([C:18]4[CH:22]=[C:21]([CH:23]=O)[S:20][CH:19]=4)[CH:16]=3)[NH:11][CH:10]=2)[CH2:4][CH2:3]1.[NH:29]1[CH2:35][CH2:34][CH2:33][CH2:32][CH2:31][CH2:30]1.C(O)(=O)C.C(O[BH-](OC(=O)C)OC(=O)C)(=O)C>CS(C)=O>[O:28]=[S:2]1(=[O:1])[CH2:3][CH2:4][CH:5]([CH2:8][C:9]2[C:17]3[C:12](=[C:13]([C:25]([NH2:27])=[O:26])[CH:14]=[C:15]([C:18]4[CH:22]=[C:21]([CH2:23][N:29]5[CH2:35][CH2:34][CH2:33][CH2:32][CH2:31][CH2:30]5)[S:20][CH:19]=4)[CH:16]=3)[NH:11][CH:10]=2)[CH2:6][CH2:7]1. Reported procedure: 3-[(1,1-dioxidotetrahydro-2H-thiopyran-4-yl)methyl]-5-(5-formyl-3-thienyl)-1H-indole-7-carboxamide (30 mg, 0.072 mmol), hexahydro-1H-azepine (71.4 mg, 0.720 mmol, 10 eq), acetic acid (0.4 μL, 0.007 mmol, 0.1 eq) were dissolved in DMSO (2 mL) in a 5 mL A-vial reaction tube. The mixture was stirred in VX-2500 Multi-Tube Vortexer for overnight at room temperature. MP-triacetoxyborohydride (309 mg, 0.72 mmol, 10 eq) was then added and the mixture was stirred again in VX-2500 Multi-Tube Vortexer for ... The reactants are C(C(C)C)Br (isobutyl bromide), Cl[SiH]1CCC(CC1)C1=CC=C(C=C1)C1=CC=C(C=C1)OC(F)F (4'-(4-chloro-4-silacyclohexyl)-4-difluoromethoxybiphenyl). Product: C(C(C)C)[Si@@H]1CC[C@H](CC1)C1=CC=C(C=C1)C1=CC=C(C=C1)OC(F)F (4'-(trans-4-isobutyl-4-silacyclohexyl)-4-difluoromethoxybiphenyl). As a reaction SMILES: [CH2:1](Br)[CH:2]([CH3:4])[CH3:3].Cl[SiH:7]1[CH2:12][CH2:11][CH:10]([C:13]2[CH:18]=[CH:17][C:16]([C:19]3[CH:24]=[CH:23][C:22]([O:25][CH:26]([F:28])[F:27])=[CH:21][CH:20]=3)=[CH:15][CH:14]=2)[CH2:9][CH2:8]1>>[CH2:1]([Si@H:7]1[CH2:8][CH2:9][C@H:10]([C:13]2[CH:14]=[CH:15][C:16]([C:19]3[CH:24]=[CH:23][C:22]([O:25][CH:26]([F:27])[F:28])=[CH:21][CH:20]=3)=[CH:17][CH:18]=2)[CH2:11][CH2:12]1)[CH:2]([CH3:4])[CH3:3]. Procedure details: Preparation was conducted in the same manner as in Example 1 except for the fact that isobutyl bromide was used instead of n-propylbromide and that 4'-(4-chloro-4-silacyclohexyl)-4-difluoromethoxybiphenyl was used instead of 4'-(4-chloro-4-silacyclohexyl)-4-fluorobiphenyl. Solvent: O (water), O (water). The product is C(CCCCCCCCC)(=O)[O-].[K+] (Potassium decanoate). Procedure: A solution of KOH (2.6 g, 46.4 mmol) in water (50 ml) was added dropwise to a suspension of decanoic acid (8.0 g, 46.4 mmol) in water (300 ml) at 60° C. until pH 7. Water was removed by lyophilization. Reaction SMILES: [OH-].[K+:2].[C:3]([OH:14])(=[O:13])[CH2:4][CH2:5][CH2:6][CH2:7][CH2:8][CH2:9][CH2:10][CH2:11][CH3:12]>O>[C:3]([O-:14])(=[O:13])[CH2:4][CH2:5][CH2:6][CH2:7][CH2:8][CH2:9][CH2:10][CH2:11][CH3:12].[K+:2] |f:0.1,4.5|. Reactants: [OH-].[K+] (KOH), C(CCCCCCCCC)(=O)O (decanoic acid).